From a dataset of the Open Reaction Database (ORD), a public repository of structured organic reaction records. describe an organic reaction: reactants, conditions, products, and yield The reactants are COC(CNC(C1=CC=C(C=C1)OCC1=CC=CC=C1)=O)=O (N-[4-(benzyloxy)benzoyl]glycine methyl ester). Reagents/catalysts: [OH-].[Pd+2].[OH-].[C] (palladium hydroxide carbon). Run in CO (methanol), C1CCOC1 (THF). Run at time 4 hour. Product: COC(CNC(C1=CC=C(C=C1)O)=O)=O (N-(4-Hydroxybenzoyl)glycine methyl ester). Yield: 102.6%. RXN SMILES: [CH3:1][O:2][C:3](=[O:22])[CH2:4][NH:5][C:6](=[O:21])[C:7]1[CH:12]=[CH:11][C:10]([O:13]CC2C=CC=CC=2)=[CH:9][CH:8]=1>CO.C1COCC1.[OH-].[Pd+2].[OH-].[C]>[CH3:1][O:2][C:3](=[O:22])[CH2:4][NH:5][C:6](=[O:21])[C:7]1[CH:12]=[CH:11][C:10]([OH:13])=[CH:9][CH:8]=1 |f:3.4.5.6|. Procedure: Oxazolyl chloride (4.0 mL, 45.9 mmol) and several drops of DMF were added to a solution of dichloromethane (5 mL) containing 4-benzyloxybenzoic acid (2.29 g, 10.0 mmol) under ice-cooling, and then dichloromethane (2.5 mL) was further added thereto. The mixture was stirred at room temperature for 2.5 hours, and the solvent was evaporated. The resulting residue was dissolved in dichloromethane (20 mL), and glycine methyl ester hydrochloride (1.39 g, 11.1 mmol) and N-ethyl-N,N-diisopropylamine (4.4...